describe an organic reaction: reactants, conditions, products, and yield From a dataset of the Open Reaction Database (ORD), a public repository of structured organic reaction records. Reactants: N(=NC(=O)OC(C)C)C(=O)OC(C)C (diisopropyl azodicarboxylate), C1(CCCCC1)CCN(C(=O)NCCN1CCCCC1)CCO (1-(2-Cyclohexylethyl)-1-(2-hydroxyethyl)-3-[2-(1-piperidyl) ethyl]urea), C1(CCCCC1)CCN(C(=O)NCCN1CCCCC1)CCO (1-(2-Cyclohexylethyl)-1-(2-hydroxyethyl)-3-[2-(1-piperidyl) ethyl]urea), C1(=CC=CC=C1)P(C1=CC=CC=C1)C1=CC=CC=C1 (triphenyl phosphine), C(O)([O-])=O.[Na+] (sodium hydrogen carbonate), C(C)(=S)O (thioacetic acid). Conditions: time 30 minute. The product is C1(CCCCC1)CCN(C(=O)NCC1CCN(CC1)C)CCO (1-(2-Cyclohexylethyl)-1-(2-hydroxyethyl)-3-[(1-methyl-4-piperidyl) methyl] urea), Compound 3-1. RXN SMILES: [CH:1]1([CH2:7][CH2:8][N:9]([CH2:21][CH2:22][OH:23])[C:10]([NH:12][CH2:13][CH2:14]N2CCCCC2)=[O:11])[CH2:6][CH2:5][CH2:4][CH2:3][CH2:2]1.C1(P([C:37]2[CH:42]=CC=CC=2)C2C=CC=CC=2)C=CC=CC=1.[N:43]([C:51](OC(C)C)=O)=NC(OC(C)C)=O.[C:57](O)(=S)[CH3:58].C(=O)([O-])O.[Na+]>O1CCCC1>[CH:1]1([CH2:7][CH2:8][N:9]([CH2:21][CH2:22][OH:23])[C:10]([NH:12][CH2:13][CH:14]2[CH2:37][CH2:42][N:43]([CH3:51])[CH2:57][CH2:58]2)=[O:11])[CH2:2][CH2:3][CH2:4][CH2:5][CH2:6]1 |f:4.5|. The solvent is O1CCCC1 (tetrahydrofuran), O1CCCC1 (tetrahydrofuran). Procedure: 1-(2-Cyclohexylethyl)-1-(2-hydroxyethyl)-3-[2-(1-piperidyl) ethyl]urea (Compound 1-1, 0.94 g) and triphenyl phosphine (1.52 g) were dissolved in anhydrous tetrahydrofuran (14 ml) in the nitrogen gas atmosphere and the resulting solution was stirred for 30 minutes under sodium chloride-ice cooling. There were dropwise added, to the cooled solution, in order, diisopropyl azodicarboxylate (1.14 ml) and a solution of thioacetic acid (0.44 g) in anhydrous tetrahydrofuran (1 ml), while maintaining the... Reactants: CCO, Cc1ccc(Cl)c(OCC2CO2)c1, CC(C)(N)COc1ccc(Cl)nn1. Product: Cc1ccc(Cl)c(OCC(O)CNC(C)(C)COc2ccc(Cl)nn2)c1. RXN SMILES: [CH3:27][CH2:28][OH:29].[Cl:14][c:15]1[c:16]([O:17][CH2:18][CH:19]2[CH2:20][O:21]2)[cH:22][c:23]([CH3:26])[cH:24][cH:25]1.[NH2:1][C:2]([CH2:3][O:4][c:5]1[n:6][n:7][c:8]([Cl:11])[cH:9][cH:10]1)([CH3:12])[CH3:13]>>[NH:1]([C:2]([CH2:3][O:4][c:5]1[n:6][n:7][c:8]([Cl:11])[cH:9][cH:10]1)([CH3:12])[CH3:13])[CH2:20][CH:19]([CH2:18][O:17][c:16]1[c:15]([Cl:14])[cH:25][cH:24][c:23]([CH3:26])[cH:22]1)[OH:21]. The reactants are [OH-].[Na+] (sodium hydroxide), CN(C)CC1CCCCC1(C2=CC=CC(=C2)OC)O.Cl (Tramadol hydrochloride), C(C)(=O)OCC (ethyl acetate). Run in O (water). The product is CN(C)CC1CCCCC1(C2=CC=CC(=C2)OC)O (tramadol). As a reaction SMILES: [CH3:1][N:2]([CH2:4][CH:5]1[C:10]([OH:19])([C:11]2[CH:16]=[C:15]([O:17][CH3:18])[CH:14]=[CH:13][CH:12]=2)[CH2:9][CH2:8][CH2:7][CH2:6]1)[CH3:3].Cl.[OH-].[Na+].C(OCC)(=O)C>O>[CH3:3][N:2]([CH2:4][CH:5]1[C:10]([OH:19])([C:11]2[CH:16]=[C:15]([O:17][CH3:18])[CH:14]=[CH:13][CH:12]=2)[CH2:9][CH2:8][CH2:7][CH2:6]1)[CH3:1] |f:0.1,2.3|. Reported procedure: Tramadol hydrochloride was dissolved in purified water. To this solution, approximately 1.5-fold molar amount of sodium hydroxide was added and dissolved therein. Then, approximately 2-fold volume of ethyl acetate was further added thereto, and the ethyl acetate fraction was collected using a separatory funnel. From this fraction, ethyl acetate was distilled off to obtain tramadol (pKa 9.41) as oil. This tramadol and an equimolar amount of 2-ethylhexanoic acid were added to methanol and uniforml... Reactants: [I-].[K+] (potassium iodide), N(=O)[O-].[Na+] (sodium nitrite), Cl (hydrochloric acid), NC1=C(C(=O)O)C=CC(=C1)CCC1=CC=CC=C1 (2-amino-4-phenethylbenzoic acid). The solvent is O (water), O (water), O (water), C(C)(=O)O (acetic acid). Conditions: time 15 minute. The product is IC1=C(C(=O)O)C=CC(=C1)CCC1=CC=CC=C1 (2-iodo-4-phenethylbenzoic acid). The yield is 60.5%. As a reaction SMILES: Cl.N[C:3]1[CH:11]=[C:10]([CH2:12][CH2:13][C:14]2[CH:19]=[CH:18][CH:17]=[CH:16][CH:15]=2)[CH:9]=[CH:8][C:4]=1[C:5]([OH:7])=[O:6].N([O-])=O.[Na+].[I-:24].[K+]>O.C(O)(=O)C>[I:24][C:3]1[CH:11]=[C:10]([CH2:12][CH2:13][C:14]2[CH:19]=[CH:18][CH:17]=[CH:16][CH:15]=2)[CH:9]=[CH:8][C:4]=1[C:5]([OH:7])=[O:6] |f:2.3,4.5|. Procedure details: To a suspension of acetic acid 17 mL, water 17 mL and hydrochloric acid 2.1 mL of 2-amino-4-phenethylbenzoic acid 1.7 g, was added water 3.0 mL solution of sodium nitrite 0.58 g at 4° C., and it was stirred at same temperature for 15 minutes. The reaction mixture was added to water 20 mL solution of potassium iodide 2.3 g at 4° C., and it was stirred at room temperature for 30 minutes. The solvent was removed under reduced pressure, and ethyl acetate was added to it. The organic layer was separa... Reactants: O[C@@H](C)[C@H]1C(N([C@@H]1SC)C(C(=O)OC)=C(C)C)=O (methyl 2-[(3S,4R)-3-{(1S)-1-hydroxyethyl}-4-methylthio-2-oxoazetidin-1-yl]-3-methylbut-2-enoate), ClC(=O)OCC1=CC=C(C=C1)[N+](=O)[O-] (p-nitrobenzyl chloroformate). Reagents/catalysts: CN(C1=CC=NC=C1)C (4-dimethylaminopyridine). Solvent: ClCCl (dichloromethane), C(C)(=O)OCC (ethyl acetate). Run at temperature 0 celsius, time 1 hour. Yields the product CC(=C(C(=O)OC)N1C([C@@H]([C@H]1SC)[C@H](C)OC(=O)OCC1=CC=C(C=C1)[N+](=O)[O-])=O)C (methyl 3-methyl-2-[(3S,4R)-4-methylthio-3-{(1S)-1-(p-nitrobenzyloxycarbonyloxy)ethyl}-2-oxoazetidin-1-yl]-but-2-enoate). Isolated yield 90.9%. Reaction SMILES: [OH:1][C@H:2]([C@@H:4]1[C@@H:7]([S:8][CH3:9])[N:6]([C:10](=[C:15]([CH3:17])[CH3:16])[C:11]([O:13][CH3:14])=[O:12])[C:5]1=[O:18])[CH3:3].Cl[C:20]([O:22][CH2:23][C:24]1[CH:29]=[CH:28][C:27]([N+:30]([O-:32])=[O:31])=[CH:26][CH:25]=1)=[O:21]>CN(C)C1C=CN=CC=1.ClCCl.C(OCC)(=O)C>[CH3:16][C:15]([CH3:17])=[C:10]([N:6]1[C@H:7]([S:8][CH3:9])[C@@H:4]([C@@H:2]([O:1][C:20]([O:22][CH2:23][C:24]2[CH:25]=[CH:26][C:27]([N+:30]([O-:32])=[O:31])=[CH:28][CH:29]=2)=[O:21])[CH3:3])[C:5]1=[O:18])[C:11]([O:13][CH3:14])=[O:12]. Reported procedure: To a solution of methyl 2-[(3S,4R)-3-{(1S)-1-hydroxyethyl}-4-methylthio-2-oxoazetidin-1-yl]-3-methylbut-2-enoate (376 mg) and 4-dimethylaminopyridine (336 mg) in dichloromethane (3 ml) was added p-nitrobenzyl chloroformate (358 mg) at -30° C. under a nitrogen atmosphere. After stirring for one hour at 0° C., the mixture was diluted with ethyl acetate and washed with dilute hydrochloric acid, water, a dilute aqueous sodium bicarbonate, and brine. Drying over magnesium sulfate and the removal of t... Reactants: O[C@H](COC1=CC=CC=2OC(=CC21)C(=O)O)CN2CCC(CC2)C2=CC1=CC=CC=C1C=C2 ((S)-4-(2-hydroxy-3-(4-(naphthalen-2-yl)piperidino)propyloxy)benzo(b)furan-2-carboxylic acid), C(C)NCC (diethylamine), P(=O)(OCC)(OCC)C#N (diethyl cyanophosphate). Product: O[C@H](COC1=CC=CC=2OC(=CC21)C(=O)N(CC)CC)CN2CCC(CC2)C2=CC1=CC=CC=C1C=C2 ((S)-4-(2-hydroxy-3-(4-(naphthalen-2-yl)piperidino)propyloxy)-N,N-diethylbenzo(b)furan-2-carboxamide). RXN SMILES: [OH:1][C@@H:2]([CH2:17][N:18]1[CH2:23][CH2:22][CH:21]([C:24]2[CH:33]=[CH:32][C:31]3[C:26](=[CH:27][CH:28]=[CH:29][CH:30]=3)[CH:25]=2)[CH2:20][CH2:19]1)[CH2:3][O:4][C:5]1[C:13]2[CH:12]=[C:11]([C:14]([OH:16])=O)[O:10][C:9]=2[CH:8]=[CH:7][CH:6]=1.[CH2:34]([NH:36][CH2:37][CH3:38])[CH3:35].P(C#N)(OCC)(OCC)=O>>[OH:1][C@@H:2]([CH2:17][N:18]1[CH2:19][CH2:20][CH:21]([C:24]2[CH:33]=[CH:32][C:31]3[C:26](=[CH:27][CH:28]=[CH:29][CH:30]=3)[CH:25]=2)[CH2:22][CH2:23]1)[CH2:3][O:4][C:5]1[C:13]2[CH:12]=[C:11]([C:14]([N:36]([CH2:37][CH3:38])[CH2:34][CH3:35])=[O:16])[O:10][C:9]=2[CH:8]=[CH:7][CH:6]=1. Procedure: By the reactions in the same manner as in as in Example 3 using (S)-4-(2-hydroxy-3-(4-(naphthalen-2-yl)piperidino)propyloxy)benzo(b)furan-2-carboxylic acid Starting Material Synthesis Example 22, diethylamine (0.24 ml) and diethyl cyanophosphate (0.5 ml), the title compound (0.61 g) was obtained as a brown oil. Starting materials: Cc1ccc(-c2cnc3nc(C(F)(F)F)cnn23)cc1Br, CCCC[Sn](CCCC)(CCCC)c1cccnc1, C1CCOC1, c1ccc(P(c2ccccc2)(c2ccccc2)[Pd](P(c2ccccc2)(c2ccccc2)c2ccccc2)(P(c2ccccc2)(c2ccccc2)c2ccccc2)P(c2ccccc2)(c2ccccc2)c2ccccc2)cc1. Yields the product Cc1ccc(-c2cnc3nc(C(F)(F)F)cnn23)cc1-c1cccnc1. Reaction SMILES: [Br:1][c:2]1[cH:3][c:4](-[c:9]2[cH:10][n:11][c:12]3[n:13]2[n:14][cH:15][c:16]([C:18]([F:19])([F:20])[F:21])[n:17]3)[cH:5][cH:6][c:7]1[CH3:8].[CH2:22]([Sn:23]([CH2:24][CH2:25][CH2:26][CH3:33])([c:27]1[cH:28][n:29][cH:30][cH:31][cH:32]1)[CH2:34][CH2:35][CH2:36][CH3:37])[CH2:38][CH2:39][CH3:40].[O:41]1[CH2:42][CH2:43][CH2:44][CH2:45]1.[cH:46]1[cH:47][cH:48][c:49]([P:50]([Pd:51]([P:52]([c:53]2[cH:54][cH:55][cH:56][cH:57][cH:58]2)([c:59]2[cH:60][cH:61][cH:62][cH:63][cH:64]2)[c:65]2[cH:66][cH:67][cH:68][cH:69][cH:70]2)([P:71]([c:72]2[cH:73][cH:74][cH:75][cH:76][cH:77]2)([c:78]2[cH:79][cH:80][cH:81][cH:82][cH:83]2)[c:84]2[cH:85][cH:86][cH:87][cH:88][cH:89]2)[P:90]([c:91]2[cH:92][cH:93][cH:94][cH:95][cH:96]2)([c:97]2[cH:98][cH:99][cH:100][cH:101][cH:102]2)[c:103]2[cH:104][cH:105][cH:106][cH:107][cH:108]2)([c:109]2[cH:110][cH:111][cH:112][cH:113][cH:114]2)[c:115]2[cH:116][cH:117][cH:118][cH:119][cH:120]2)[cH:121][cH:122]1>>[c:2]1(-[c:27]2[cH:28][n:29][cH:30][cH:31][cH:32]2)[cH:3][c:4](-[c:9]2[cH:10][n:11][c:12]3[n:13]2[n:14][cH:15][c:16]([C:18]([F:19])([F:20])[F:21])[n:17]3)[cH:5][cH:6][c:7]1[CH3:8].